From a dataset of the Open Reaction Database (ORD), a public repository of structured organic reaction records. describe an organic reaction: reactants, conditions, products, and yield Starting materials: C(CCCCCCCCC(=O)OC)(=O)OC (dimethyl sebacate), N(CCO)CCO (diethanolamine). Reaction conditions: temperature 140 celsius, time 8 hour. Yields the product OCCN(C(CCCCCCCCC(=O)N(CCO)CCO)=O)CCO (N,N,N′,N′-tetrakis(2-hydroxyethyl)sebacamide). RXN SMILES: [C:1]([O:15]C)(=O)[CH2:2][CH2:3][CH2:4][CH2:5][CH2:6][CH2:7][CH2:8][CH2:9][C:10]([O:12]C)=O.[NH:17]([CH2:21][CH2:22][OH:23])[CH2:18][CH2:19][OH:20]>>[OH:20][CH2:19][CH2:18][N:17]([CH2:21][CH2:22][OH:23])[C:10](=[O:12])[CH2:9][CH2:8][CH2:7][CH2:6][CH2:5][CH2:4][CH2:3][CH2:2][C:1]([N:17]([CH2:21][CH2:22][OH:23])[CH2:18][CH2:19][OH:20])=[O:15]. Reported procedure: A mixture of 57.58 g (0.25 mol) dimethyl sebacate and 157.71 g (1.50 mol) of diethanolamine was heated in a 140° C. bath under nitrogen for 2.5 hrs while collecting the methanol condensate. The reaction mixture was subsequently heated in a 200° C. at reduced pressure (1.5 mm) to distill off excess diethanolamine. The highly viscous oily residue was dissolved in an equal volume of acetone and stirred overnight. The resulting crystalline solid was collected, washed with acetone, and dried. The yie... Starting materials: [Na] (sodium), Cl (HCl), FC(C(O)C1=CC=C(C=C1)C)(S(=O)(=O)C1=CC=CC=C1)F (2,2-difluoro-1-(4-methylphenyl)-2-phenylsulfonylethanol), C(C)O (ethanol), [Na] (sodium). Solvent: O (water), CO (methanol), O1CCCC1 (tetrahydrofuran). Yields the product FC(C(O)C1=CC=C(C=C1)C)F (2,2-difluoro-1-(4-methylphenyl)ethanol). Yield: 49.0%. RXN SMILES: [F:1][C:2]([F:21])(S(C1C=CC=CC=1)(=O)=O)[CH:3]([C:5]1[CH:10]=[CH:9][C:8]([CH3:11])=[CH:7][CH:6]=1)[OH:4].C(O)C.[Na].Cl>O1CCCC1.O.CO>[F:1][CH:2]([F:21])[CH:3]([C:5]1[CH:10]=[CH:9][C:8]([CH3:11])=[CH:7][CH:6]=1)[OH:4] |^1:24|. Procedure details: A solution of 2.0 g (6.4 mmol) of 2,2-difluoro-1-(4-methylphenyl)-2-phenylsulfonylethanol and 1.9 mL (32 mmol) of absolute ethanol in 20 L of dry tetrahydrofuran was treated with 0.74 g (32 mmol) of sodium spheres. After 90 minutes 1 mL of methanol followed by 1 mL of water were added to decompose unreacted sodium, and the mixture was poured into 100 mL of 1N HCl. The resulting aqueous mixture was extracted with three 50 m portions of dichloromethane. Combination, drying (MgSO4), and concentrati... Starting materials: N1(CCNCC1)C1=NC(N(C=N1)CN1N=C(C=C1)C(F)(F)F)=O (4-(piperazin-1-yl)-1-{[3-(trifluoromethyl)-1H-pyrazol-1-yl]methyl}-1,3,5-triazin-2(1H)-one), BrC1=CC(=CC=C1)OC (1-bromo-3-methoxybenzene), C1(CCCCC1)P(C1=C(C=CC=C1)C1=C(C=C(C=C1C(C)C)C(C)C)C(C)C)C1CCCCC1 (dicyclohexyl(2′,4′,6′-triisopropyl-[1,1′-biphenyl]-2-yl)phosphine), C([O-])([O-])=O.[Cs+].[Cs+] (cesium carbonate). The reagents and catalysts are C=1C=CC(=CC1)/C=C/C(=O)/C=C/C2=CC=CC=C2.C=1C=CC(=CC1)/C=C/C(=O)/C=C/C2=CC=CC=C2.C=1C=CC(=CC1)/C=C/C(=O)/C=C/C2=CC=CC=C2.[Pd].[Pd] (tris(dibenzylideneacetone)dipalladium). Solvent: O1CCOCC1 (1,4-dioxane), O (water), C(C)(=O)OCC (ethyl acetate). Conditions: temperature 80 celsius, time 1 day. The product is COC=1C=C(C=CC1)N1CCN(CC1)C1=NC(N(C=N1)CN1N=C(C=C1)C(F)(F)F)=O (4-[4-(3-Methoxyphenyl)piperazin-1-yl]-1-{[3-(trifluoromethyl)-1H-pyrazol-1-yl]methyl}-1,3,5-triazin-2(1H)-one). Isolated yield 30.8%. As a reaction SMILES: [N:1]1([C:7]2[N:12]=[CH:11][N:10]([CH2:13][N:14]3[CH:18]=[CH:17][C:16]([C:19]([F:22])([F:21])[F:20])=[N:15]3)[C:9](=[O:23])[N:8]=2)[CH2:6][CH2:5][NH:4][CH2:3][CH2:2]1.Br[C:25]1[CH:30]=[CH:29][CH:28]=[C:27]([O:31][CH3:32])[CH:26]=1.C1(P(C2CCCCC2)C2C=CC=CC=2C2C(C(C)C)=CC(C(C)C)=CC=2C(C)C)CCCCC1.C(=O)([O-])[O-].[Cs+].[Cs+]>C1C=CC(/C=C/C(/C=C/C2C=CC=CC=2)=O)=CC=1.C1C=CC(/C=C/C(/C=C/C2C=CC=CC=2)=O)=CC=1.C1C=CC(/C=C/C(/C=C/C2C=CC=CC=2)=O)=CC=1.[Pd].[Pd].C(OCC)(=O)C.O.O1CCOCC1>[CH3:32][O:31][C:27]1[CH:26]=[C:25]([N:4]2[CH2:5][CH2:6][N:1]([C:7]3[N:12]=[CH:11][N:10]([CH2:13][N:14]4[CH:18]=[CH:17][C:16]([C:19]([F:20])([F:21])[F:22])=[N:15]4)[C:9](=[O:23])[N:8]=3)[CH2:2][CH2:3]2)[CH:30]=[CH:29][CH:28]=1 |f:3.4.5,6.7.8.9.10|. Reported procedure: A 1,4-dioxane solution (1.0 mL) of 4-(piperazin-1-yl)-1-{[3-(trifluoromethyl)-1H-pyrazol-1-yl]methyl}-1,3,5-triazin-2(1H)-one (50 mg, 0.07 mmol) synthesized in Reference Synthesis Example 17, 1-bromo-3-methoxybenzene (8.6 μL, 0.07 mmol), tris(dibenzylideneacetone)dipalladium (0) (6.2 mg, 0.007 mmol), dicyclohexyl(2′,4′,6′-triisopropyl-[1,1′-biphenyl]-2-yl)phosphine (6.5 mg, 0.01 mmol), and cesium carbonate (44 mg, 0.14 mmol) was stirred in a nitrogen atmosphere at 80° C. for 1 day. After the com... The reactants are CC(C)(C)[O-].[Na+] (NaOt-Bu), C=1C=CC(=CC1)P(C=2C=CC=CC2)C3=CC=C4C=CC=CC4=C3C5=C6C=CC=CC6=CC=C5P(C=7C=CC=CC7)C=8C=CC=CC8 (rac-BINAP), CC1=C(C=CC(=C1)C)S (2,4-dimethylthiophenol), N1CCNCC1 (piperazine), BrC1=C(C=CC=C1)I (1-bromo-2-iodo benzene), BrC1=C(C=CC=C1)Br (1,2-dibromo-benzene). Reagents/catalysts: C=1C=CC(=CC1)/C=C/C(=O)/C=C/C2=CC=CC=C2.C=1C=CC(=CC1)/C=C/C(=O)/C=C/C2=CC=CC=C2.C=1C=CC(=CC1)/C=C/C(=O)/C=C/C2=CC=CC=C2.[Pd].[Pd] (Pd2dba3). The solvent is C1(=CC=CC=C1)C (toluene), C1(=CC=CC=C1)C (toluene). The product is CC1=C(C=CC(=C1)C)SC1=C(C=CC=C1)N1CCNCC1 (1-[2-(2,4-dimethyl-phenylsulfanyl)-phenyl]-piperazine). RXN SMILES: [CH3:1][C:2]1[CH:7]=[C:6]([CH3:8])[CH:5]=[CH:4][C:3]=1[SH:9].[NH:10]1[CH2:15][CH2:14][NH:13][CH2:12][CH2:11]1.Br[C:17]1[CH:22]=[CH:21][CH:20]=[CH:19][C:18]=1I.BrC1C=CC=CC=1Br.CC([O-])(C)C.[Na+].C1C=CC(P(C2C(C3C(P(C4C=CC=CC=4)C4C=CC=CC=4)=CC=C4C=3C=CC=C4)=C3C(C=CC=C3)=CC=2)C2C=CC=CC=2)=CC=1>C1(C)C=CC=CC=1.C1C=CC(/C=C/C(/C=C/C2C=CC=CC=2)=O)=CC=1.C1C=CC(/C=C/C(/C=C/C2C=CC=CC=2)=O)=CC=1.C1C=CC(/C=C/C(/C=C/C2C=CC=CC=2)=O)=CC=1.[Pd].[Pd]>[CH3:1][C:2]1[CH:7]=[C:6]([CH3:8])[CH:5]=[CH:4][C:3]=1[S:9][C:17]1[CH:22]=[CH:21][CH:20]=[CH:19][C:18]=1[N:10]1[CH2:15][CH2:14][NH:13][CH2:12][CH2:11]1 |f:4.5,8.9.10.11.12|. Procedure details: In one embodiment, 1-1.5 equivalents of 2,4-dimethylthiophenol, piperazine, and one of 1-bromo-2-iodo benzene and 1,2-dibromo-benzene are dispersed in toluene followed by the addition of 2-5, such as 3 equivalents NaOt-Bu and 1-2 Mole-% Pd2dba3 and rac-BINAP dispersed in toluene to obtain a mixture which is refluxed for 2-10 hours, typically 3-5 hours to obtain 1-[2-(2,4-dimethyl-phenylsulfanyl)-phenyl]-piperazine. Optionally, this product may be further reacted with aqueous HBr to achieve the c... Reactants: Cc1ncc(C(CO[Si](C)(C)C(C)(C)C)Nc2ncnc3c2CN(c2ccc(Cl)cc2C#N)CC3)cn1, CCCC[N+](CCCC)(CCCC)CCCC, C1CCOC1, CCOC(C)=O, [F-], O. Product: Cc1ncc(C(CO)Nc2ncnc3c2CN(c2ccc(Cl)cc2C#N)CC3)cn1. As a reaction SMILES: [C:1]([Si:2]([CH3:3])([CH3:4])[O:6][CH2:7][CH:8]([c:9]1[cH:10][n:11][c:12]([CH3:15])[n:13][cH:14]1)[NH:16][c:17]1[c:18]2[c:19]([n:20][cH:21][n:22]1)[CH2:23][CH2:24][N:25]([c:27]1[c:28]([C:29]#[N:30])[cH:31][c:32]([Cl:35])[cH:33][cH:34]1)[CH2:26]2)([CH3:5])([CH3:36])[CH3:37].[CH2:39]([N+:40]([CH2:41][CH2:42][CH2:43][CH3:44])([CH2:45][CH2:46][CH2:47][CH3:48])[CH2:49][CH2:50][CH2:51][CH3:52])[CH2:53][CH2:54][CH3:55].[CH2:63]1[O:64][CH2:65][CH2:66][CH2:67]1.[CH3:57][CH2:58][O:59][C:60]([CH3:61])=[O:62].[F-:38].[OH2:56]>>[OH:6][CH2:7][CH:8]([c:9]1[cH:10][n:11][c:12]([CH3:15])[n:13][cH:14]1)[NH:16][c:17]1[c:18]2[c:19]([n:20][cH:21][n:22]1)[CH2:23][CH2:24][N:25]([c:27]1[c:28]([C:29]#[N:30])[cH:31][c:32]([Cl:35])[cH:33][cH:34]1)[CH2:26]2. The reactants are Grignard reagent, C([O-])([O-])=O.[K+].[K+] (potassium carbonate), BrC1=CC=C(C=C1)CCC (1-bromo-4-propylbenzene), B(OC)(OC)OC (trimethyl borate), Cl (hydrochloric acid), BrC=1C=C2C=CC(=CC2=CC1)O (6-bromo-2-naphthol), Cl (hydrochloric acid). The reagents and catalysts are C=1C=CC(=CC1)[P](C=2C=CC=CC2)(C=3C=CC=CC3)[Pd]([P](C=4C=CC=CC4)(C=5C=CC=CC5)C=6C=CC=CC6)([P](C=7C=CC=CC7)(C=8C=CC=CC8)C=9C=CC=CC9)[P](C=1C=CC=CC1)(C=1C=CC=CC1)C=1C=CC=CC1 (tetrakis(triphenylphosphine)palladium). Solvent: C1(=CC=CC=C1)C (toluene), O (water), C1(=CC=CC=C1)C (toluene), C(C)O (ethanol), O (water). Reaction conditions: temperature 75 celsius, time 7 hour. Yields the product C(CC)C1=CC=C(C=C1)C=1C=C2C=CC(=CC2=CC1)O (6-(4-propylphenyl)naphthalene-2-ol). Reaction SMILES: Br[C:2]1[CH:7]=[CH:6][C:5]([CH2:8][CH2:9][CH3:10])=[CH:4][CH:3]=1.B(OC)(OC)OC.Cl.Br[C:20]1[CH:21]=[C:22]2[C:27](=[CH:28][CH:29]=1)[CH:26]=[C:25]([OH:30])[CH:24]=[CH:23]2.C(=O)([O-])[O-].[K+].[K+]>C1(C)C=CC=CC=1.C(O)C.O.C1C=CC([P]([Pd]([P](C2C=CC=CC=2)(C2C=CC=CC=2)C2C=CC=CC=2)([P](C2C=CC=CC=2)(C2C=CC=CC=2)C2C=CC=CC=2)[P](C2C=CC=CC=2)(C2C=CC=CC=2)C2C=CC=CC=2)(C2C=CC=CC=2)C2C=CC=CC=2)=CC=1>[CH2:8]([C:5]1[CH:6]=[CH:7][C:2]([C:20]2[CH:21]=[C:22]3[C:27](=[CH:28][CH:29]=2)[CH:26]=[C:25]([OH:30])[CH:24]=[CH:23]3)=[CH:3][CH:4]=1)[CH2:9][CH3:10] |f:4.5.6,^1:51,53,72,91|. Reported procedure: 3.4 g of 4-propylphenylboric acid (obtained by reacting a Grignard reagent prepared from 1-bromo-4-propylbenzene with trimethyl borate, and then subjecting the product to hydrolysis with hydrochloric acid) and 25.5 g of 6-bromo-2-naphthol were dissolved in a mixture of 92 ml of toluene, 46 ml of ethanol and 92 ml of water. To the solution were then added 25.5 g of potassium carbonate and 1.3 g of tetrakis(triphenylphosphine)palladium (0). The reaction mixture was then stirred at a temperature of... Reactants: C1(=CC=C(C=C1)N=[N+]=[N-])C (p-Tolyl azide), CC1=CCCCC1 (1-methyl-cyclohexene), [(Me,EtTCPh)Fe(NCCH3)2](PF6)2. Yields the product CC12CCCCC2N1C1=CC=C(C=C1)C (1-methyl-7-(p-tolyl)-7-azabicyclo [4.1.0]heptane). RXN SMILES: [C:1]1([CH3:10])[CH:6]=[CH:5][C:4]([N:7]=[N+]=[N-])=[CH:3][CH:2]=1.[CH3:11][C:12]1[CH2:17][CH2:16][CH2:15][CH2:14][CH:13]=1>>[CH3:11][C:12]12[N:7]([C:4]3[CH:5]=[CH:6][C:1]([CH3:10])=[CH:2][CH:3]=3)[CH:17]1[CH2:16][CH2:15][CH2:14][CH2:13]2. Reported procedure: p-Tolyl azide (0.100 g, 0.751 mmol), 1-methyl-cyclohexene (4.055 g, 42.2 mol), and [(Me,EtTCPh)Fe(NCCH3)2](PF6)2 (0.0104 g, 0.0075 mmol) were used in the General Catalytic Reaction described above yielding 0.059 g, 39%. 1H NMR (CDCl3, 499.74 MHz): δ 7.02 (d, J=7.5 Hz, 2H), 6.75 (d, J=6.5 Hz, 2H), 2.28 (s, 3H), 2.15 (m, 1H), 2.02 (m, 1H), 1.99 (m, 2H), 1.64 (m, 1H), 1.55 (m, 2H), 1.35 (m, 1H), 1.25 (m, 1H), 0.99 (s, 3H) 13C NMR (CDCl3, 125.66 MHz): δ 148.74, 130.52, 129.27, 120.49, 44.17, 41.60, ...